Task: describe an organic reaction: reactants, conditions, products, and yield. Dataset: the Open Reaction Database (ORD), a public repository of structured organic reaction records Starting materials: CC(=O)OC(C)=O, O=C(NCc1nccs1)C(CO)NC(=O)C(F)(F)F, c1ccncc1. Product: CC(=O)OCC(NC(=O)C(F)(F)F)C(=O)NCc1nccs1. As a reaction SMILES: [CH3:20][C:21](=[O:22])[O:23][C:24](=[O:25])[CH3:26].[F:1][C:2]([C:3](=[O:4])[NH:5][CH:6]([CH2:7][OH:8])[C:9](=[O:10])[NH:11][CH2:12][c:13]1[s:14][cH:15][cH:16][n:17]1)([F:18])[F:19].[cH:27]1[cH:28][cH:29][n:30][cH:31][cH:32]1>>[F:1][C:2]([C:3](=[O:4])[NH:5][CH:6]([CH2:7][O:8][C:21]([CH3:20])=[O:22])[C:9](=[O:10])[NH:11][CH2:12][c:13]1[s:14][cH:15][cH:16][n:17]1)([F:18])[F:19].